From a dataset of the Open Reaction Database (ORD), a public repository of structured organic reaction records. describe an organic reaction: reactants, conditions, products, and yield The reactants are C(C)(=O)OC(C)=O (acetic anhydride), O[C@H]1CC[C@H]2C[C@H]([C@H](C[C@]12C)C1=CC=C(C=C1)OCCCCCSCCCC(C(F)(F)F)(F)F)C1=CC=C(C=C1)OC1OCCCC1 ((1S,3S,4R,6S,9S)-9-hydroxy-4-[4-(tetrahydropyran-2-yloxy)phenyl]-1-methyl-3-[4-(10,10,11,11,11-pentafluoro-6-thia-undecyloxy)phenyl]-bicyclo[4.3.0]nonane), C([O-])(O)=O.[Na+] (sodium bicarbonate). Reagents/catalysts: CN(C1=CC=NC=C1)C (4-dimethylaminopyridine). Solvent: N1=CC=CC=C1 (pyridine). Product: C(C)(=O)O[C@H]1CC[C@H]2C[C@H]([C@H](C[C@]12C)C1=CC=C(C=C1)OCCCCCSCCCC(C(F)(F)F)(F)F)C1=CC=C(C=C1)OC1OCCCC1 ((1S,3S,4R,6S,9S)-9-Acetyloxy-1-methyl-3-[4-(10,10,11,11,11-pentafluoro-6-thia-undecyloxy)phenyl]-4-[4-(tetrahydropyran-2-yloxy)phenyl]-bicyclo[4.3.0]nonane). Isolated yield 86.0%. As a reaction SMILES: [OH:1][C@@H:2]1[C@:10]2([CH3:11])[C@H:5]([CH2:6][C@@H:7]([C:35]3[CH:40]=[CH:39][C:38]([O:41][CH:42]4[CH2:47][CH2:46][CH2:45][CH2:44][O:43]4)=[CH:37][CH:36]=3)[C@@H:8]([C:12]3[CH:17]=[CH:16][C:15]([O:18][CH2:19][CH2:20][CH2:21][CH2:22][CH2:23][S:24][CH2:25][CH2:26][CH2:27][C:28]([F:34])([F:33])[C:29]([F:32])([F:31])[F:30])=[CH:14][CH:13]=3)[CH2:9]2)[CH2:4][CH2:3]1.[C:48](OC(=O)C)(=[O:50])[CH3:49].C(=O)(O)[O-].[Na+]>N1C=CC=CC=1.CN(C)C1C=CN=CC=1>[C:48]([O:1][C@@H:2]1[C@:10]2([CH3:11])[C@H:5]([CH2:6][C@@H:7]([C:35]3[CH:36]=[CH:37][C:38]([O:41][CH:42]4[CH2:47][CH2:46][CH2:45][CH2:44][O:43]4)=[CH:39][CH:40]=3)[C@@H:8]([C:12]3[CH:17]=[CH:16][C:15]([O:18][CH2:19][CH2:20][CH2:21][CH2:22][CH2:23][S:24][CH2:25][CH2:26][CH2:27][C:28]([F:33])([F:34])[C:29]([F:30])([F:31])[F:32])=[CH:14][CH:13]=3)[CH2:9]2)[CH2:4][CH2:3]1)(=[O:50])[CH3:49] |f:2.3|. Procedure: The solution of 1.43 g (2.51 mmol) of the compound that is presented in Example 2c is reacted analogously to Example 1, and after working-up, a mixture that consists of the title compound is isolated, and (1S,3S,4R,6S,9S)-9-hydroxy-4-[4-(tetrahydropyran-2-yloxy)phenyl]-1-methyl-3-[4-(10,10,11,11,11-pentafluoro-6-thia-undecyloxy)phenyl]-bicyclo[4.3.0]nonane, which is dissolved in 25 ml of anhydrous pyridine, is mixed with 3 ml of acetic anhydride and a spatula tip full of 4-dimethylaminopyridine,... Reactants: CCOC(C)=O, CO, COC1CCC(=O)CC1, Cl, [H-], [Na+], O, c1ccccc1. The product is COC1CCC(=O)C(C(C)=O)C1. Reaction SMILES: [CH3:1][CH2:2][O:3][C:4](=[O:5])[CH3:6].[CH3:26][OH:27].[CH3:9][O:10][CH:11]1[CH2:12][CH2:13][C:14](=[O:17])[CH2:15][CH2:16]1.[ClH:18].[H-:7].[Na+:8].[OH2:25].[cH:19]1[cH:20][cH:21][cH:22][cH:23][cH:24]1>>[CH3:1][C:2](=[O:3])[CH:15]1[C:14](=[O:17])[CH2:13][CH2:12][CH:11]([O:10][CH3:9])[CH2:16]1. Solvent: [OH-].[Na+] (sodium hydroxide). Reported procedure: Acetoacetanilide (25.0 g, 0.14 mol) and sodium nitrite (12.65 g, 0.18 mol) were dissolved in aqueous sodium hydroxide solution (140 ml, 1 N) and the resulting solution was added dropwise over 20 min to an aqueous solution of sulfuric acid (120 ml conc. H2SO4 in 950 ml water) cooled in an ice bath. The reaction mixture was stirred at 0° C. for 30 min, then the precipitate was filtered and washed with water to yield 2-hydroxyiminoacetanilide (22.64 g., 78% yield) as a pale yellow solid. Yield: 98.5%. RXN SMILES: [C:1]([NH:7][C:8]1[CH:13]=[CH:12][CH:11]=[CH:10][CH:9]=1)(=[O:6])[CH2:2]C(C)=O.[N:14]([O-])=[O:15].[Na+].S(=O)(=O)(O)O>[OH-].[Na+]>[OH:15][N:14]=[CH:2][C:1]([NH:7][C:8]1[CH:13]=[CH:12][CH:11]=[CH:10][CH:9]=1)=[O:6] |f:1.2,4.5|. The reactants are C(CC(=O)C)(=O)NC1=CC=CC=C1 (Acetoacetanilide), N(=O)[O-].[Na+] (sodium nitrite), S(O)(O)(=O)=O (sulfuric acid). Run at temperature 0 celsius, time 30 minute. Product: ON=CC(=O)NC1=CC=CC=C1 (2-hydroxyiminoacetanilide). The reactants are N1C=NC=C1 (imidazole), C([O-])([O-])=O.[K+].[K+] (potassium carbonate), BrC=1C=NC2=C(C=CC=C2C1N1C=NC=C1)NC(C1=C(C=CC=C1Cl)Cl)=O (3-bromo-8-(2,6-dichlorobenzoylamino)-4-(imidazol-1-yl)quinoline). Reagents/catalysts: [Cu-]=O (copper(I) oxide). Solvent: CN1C(CCC1)=O (N-methylpyrrolidone). Conditions: temperature 80 celsius, time 1 hour. Product: BrC=1C=NC2=C(C=CC=C2C1N1C=NC=C1)NC(C1=C(C=CC=C1N1C=NC=C1)N1C=NC=C1)=O (3-bromo-8-[2,6-bis(imidazol-1-yl)benzoylamino]-4-(imidazol-1-yl)quinoline). The yield is 59.8%. RXN SMILES: [Br:1][C:2]1[CH:3]=[N:4][C:5]2[C:10]([C:11]=1[N:12]1[CH:16]=[CH:15][N:14]=[CH:13]1)=[CH:9][CH:8]=[CH:7][C:6]=2[NH:17][C:18](=[O:27])[C:19]1[C:24](Cl)=[CH:23][CH:22]=[CH:21][C:20]=1Cl.[NH:28]1[CH:32]=[CH:31][N:30]=[CH:29]1.C(=O)([O-])[O-].[K+].[K+]>[Cu-]=O.CN1CCCC1=O>[Br:1][C:2]1[CH:3]=[N:4][C:5]2[C:10]([C:11]=1[N:12]1[CH:16]=[CH:15][N:14]=[CH:13]1)=[CH:9][CH:8]=[CH:7][C:6]=2[NH:17][C:18](=[O:27])[C:19]1[C:24]([N:28]2[CH:32]=[CH:31][N:30]=[CH:29]2)=[CH:23][CH:22]=[CH:21][C:20]=1[N:12]1[CH:16]=[CH:15][N:14]=[CH:13]1 |f:2.3.4|. Procedure details: To a mixture of 3-bromo-8-(2,6-dichlorobenzoylamino)-4-(imidazol-1-yl)quinoline (50 mg) and N-methylpyrrolidone were added imidazole (11 mg), potassium carbonate (22.4 mg) and copper(I) oxide (7.74 mg), and the mixture was stirred for 1.5 hours at 60° C. and for 1 hour at 80° C. The mixture was partitioned between dichloromethane and water, and the organic layer was washed with brine, dried over magnesium sulfate and evaporated in vacuo. The residue was purified by preparative thin layer chromat... The reactants are ClC(CNC(C(C1=CC=C(C=C1)Cl)OC1=CC(=CC=C1)C(F)(F)F)=O)Cl (N-(β ,β-dichloroethyl) (3-trifluoromethylphenoxy) (4-chlorophenyl)acetamide), [Na] (Sodium), O (water). Solvent: C(Cl)(Cl)Cl (chloroform), C(C)O (ethanol). Product: FC(C=1C=C(OC(C2=CC=C(C=C2)Cl)C=2OC=CN2)C=CC1)(F)F (2-[α-(3-trifluoromethylphenoxy) 4-chlorobenzyl]oxazole). RXN SMILES: [Na].Cl[CH:3](Cl)[CH2:4][NH:5][C:6](=[O:26])[CH:7]([O:15][C:16]1[CH:21]=[CH:20][CH:19]=[C:18]([C:22]([F:25])([F:24])[F:23])[CH:17]=1)[C:8]1[CH:13]=[CH:12][C:11]([Cl:14])=[CH:10][CH:9]=1.O>C(O)C.C(Cl)(Cl)Cl>[F:23][C:22]([F:25])([F:24])[C:18]1[CH:17]=[C:16]([CH:21]=[CH:20][CH:19]=1)[O:15][CH:7]([C:6]1[O:26][CH:3]=[CH:4][N:5]=1)[C:8]1[CH:13]=[CH:12][C:11]([Cl:14])=[CH:10][CH:9]=1 |^1:0|. Procedure details: Sodium (0.595 g., 0.026 mole) is dissolved in absolute ethanol (20 ml.). N-(β ,β-dichloroethyl) (3-trifluoromethylphenoxy) (4-chlorophenyl)acetamide (4.69 g., 0.011 mole) is then added and the solution refluxed for 20 minutes. A precipitate forms and the solution becomes dark orange and then brown. The reaction mixture is cooled in an ice bath and then diluted with 50 ml. of water. The solution is extracted with 50 ml. of ether and then with 2 × 25 ml. of ether. The ether extracts are combined a... Starting materials: C(C1=CC=CC=C1)O[C@H]1C([C@@H](O[C@@]1(COCC1=CC=CC=C1)C=CCCC)N1C(=O)NC(=O)C(C)=C1)(O)O (1-[3,5-Di-O-benzyl-4-C-penten-yl-2-hydroxy-β-D-ribofuranosyl]-thymine), C1=CC=C(C=C1)OC(=S)Cl (phenyl chlorothionoformate). Reagents/catalysts: CN(C)C=1C=CN=CC1 (DMAP). Run in N1=CC=CC=C1 (pyridine). Run at time 8 hour. Product: C(C1=CC=CC=C1)O[C@H]1[C@H]([C@@H](O[C@@]1(COCC1=CC=CC=C1)C=CCCC)N1C(=O)NC(=O)C(C)=C1)OC(=S)OC1=CC=CC=C1 (1-[3,5-Di-O-benzyl-4-C-penten-yl-2-O-phenoxythiocarbonyl-β-D-ribofuranosyl]-thymine), foam. The yield is 60.0%. Reaction SMILES: [CH2:1]([O:8][C@@H:9]1[C@@:13]([CH:23]=[CH:24][CH2:25][CH2:26][CH3:27])([CH2:14][O:15][CH2:16][C:17]2[CH:22]=[CH:21][CH:20]=[CH:19][CH:18]=2)[O:12][C@@H:11]([N:28]2[CH:36]=[C:34]([CH3:35])[C:32](=[O:33])[NH:31][C:29]2=[O:30])[C:10]1(O)[OH:37])[C:2]1[CH:7]=[CH:6][CH:5]=[CH:4][CH:3]=1.[CH:39]1[CH:44]=[CH:43][C:42]([O:45][C:46](Cl)=[S:47])=[CH:41][CH:40]=1>CN(C1C=CN=CC=1)C.N1C=CC=CC=1>[CH2:1]([O:8][C@@H:9]1[C@@:13]([CH:23]=[CH:24][CH2:25][CH2:26][CH3:27])([CH2:14][O:15][CH2:16][C:17]2[CH:22]=[CH:21][CH:20]=[CH:19][CH:18]=2)[O:12][C@@H:11]([N:28]2[CH:36]=[C:34]([CH3:35])[C:32](=[O:33])[NH:31][C:29]2=[O:30])[C@@H:10]1[O:37][C:46]([O:45][C:42]1[CH:43]=[CH:44][CH:39]=[CH:40][CH:41]=1)=[S:47])[C:2]1[CH:3]=[CH:4][CH:5]=[CH:6][CH:7]=1. Reported procedure: The nucleoside 20 (2.8 g, 5.7 mmol) was evaporated thrice with dry pyridine and dissolved in the same. To this pre-cooled solution was added DMAP (0.69 g, 5.7 mmol) and then dropwise was added phenyl chlorothionoformate (1.15 mL, 8.55 mmol) and reaction stirred overnight. Reaction was quenched with saturated solution of NaHCO3 and extracted with dichloromethane. Organic layer was dried over MgSO4 concentrated and chromatographed over silica gel (10-30% ethyl acetate in cyclohexane, v/v) to give ... Starting materials: C1CCOC1, Oc1nc2ccccc2nc1Cl, CC(C)OC(=O)N=NC(=O)OC(C)C, COC(=O)C1CC(O)CN1C(=O)OC(C)(C)C, c1ccc(P(c2ccccc2)c2ccccc2)cc1. Product: COC(=O)C1CC(Oc2nc3ccccc3nc2Cl)CN1C(=O)OC(C)(C)C. As a reaction SMILES: [CH2:63]1[O:64][CH2:65][CH2:66][CH2:67]1.[Cl:1][c:2]1[c:3]([OH:12])[n:4][c:5]2[cH:6][cH:7][cH:8][cH:9][c:10]2[n:11]1.[O:49]=[C:50]([O:51][CH:52]([CH3:53])[CH3:54])[N:55]=[N:56][C:57]([O:58][CH:59]([CH3:60])[CH3:61])=[O:62].[OH:13][CH:14]1[CH2:15][CH:16]([C:26](=[O:27])[O:28][CH3:29])[N:17]([C:19](=[O:20])[O:21][C:22]([CH3:23])([CH3:24])[CH3:25])[CH2:18]1.[c:30]1([P:31]([c:32]2[cH:33][cH:34][cH:35][cH:36][cH:37]2)[c:38]2[cH:39][cH:40][cH:41][cH:42][cH:43]2)[cH:44][cH:45][cH:46][cH:47][cH:48]1>>[Cl:1][c:2]1[c:3]([O:12][CH:14]2[CH2:15][CH:16]([C:26](=[O:27])[O:28][CH3:29])[N:17]([C:19](=[O:20])[O:21][C:22]([CH3:23])([CH3:24])[CH3:25])[CH2:18]2)[n:4][c:5]2[cH:6][cH:7][cH:8][cH:9][c:10]2[n:11]1. Reactants: ClCCCCC1N(C(CC1)C1=CC=C(C=C1)F)S(=O)(=O)C1=CC=C(C=C1)C ((2RS,5RS)-2-(4-chloro-butyl)-5-(4-fluoro-phenyl)-1-(toluene-4-sulfonyl)-pyrrolidine), CC=1N=CNC1 (4-methyl-1H-imidazole). Product: FC1=CC=C(C=C1)C1CCC(N1S(=O)(=O)C1=CC=C(C=C1)C)CCCCN1C=NC(=C1)C ((2RS,5RS)-1-{4-[5-(4-Fluoro-phenyl)-1-(toluene-4-sulfonyl)-pyrrolidin-2-yl]-butyl}-4-methyl-1H-imidazole). As a reaction SMILES: Cl[CH2:2][CH2:3][CH2:4][CH2:5][CH:6]1[CH2:10][CH2:9][CH:8]([C:11]2[CH:16]=[CH:15][C:14]([F:17])=[CH:13][CH:12]=2)[N:7]1[S:18]([C:21]1[CH:26]=[CH:25][C:24]([CH3:27])=[CH:23][CH:22]=1)(=[O:20])=[O:19].[CH3:28][C:29]1[N:30]=[CH:31][NH:32][CH:33]=1>>[F:17][C:14]1[CH:15]=[CH:16][C:11]([CH:8]2[N:7]([S:18]([C:21]3[CH:22]=[CH:23][C:24]([CH3:27])=[CH:25][CH:26]=3)(=[O:20])=[O:19])[CH:6]([CH2:5][CH2:4][CH2:3][CH2:2][N:32]3[CH:33]=[C:29]([CH3:28])[N:30]=[CH:31]3)[CH2:10][CH2:9]2)=[CH:12][CH:13]=1. Procedure details: The title compound, colorless oil, MS: m/e=456.5 (M+H+), was prepared in accordance with the general method of example 82b from (2RS,5RS)-2-(4-chloro-butyl)-5-(4-fluoro-phenyl)-1-(toluene-4-sulfonyl)-pyrrolidine and 4-methyl-1H-imidazole. The reactants are CC(=O)OC(C)=O, CC(C)(C)OC(=O)c1nc(-c2ccc(CO)cc2)[nH]c1-c1ccc(Cl)cc1, c1ccncc1. Product: CC(=O)OCc1ccc(-c2nc(C(=O)OC(C)(C)C)c(-c3ccc(Cl)cc3)[nH]2)cc1. As a reaction SMILES: [CH3:28][C:29](=[O:30])[O:31][C:32](=[O:33])[CH3:34].[Cl:1][c:2]1[cH:3][cH:4][c:5](-[c:8]2[c:9]([C:21](=[O:22])[O:23][C:24]([CH3:25])([CH3:26])[CH3:27])[n:10][c:11](-[c:13]3[cH:14][cH:15][c:16]([CH2:19][OH:20])[cH:17][cH:18]3)[nH:12]2)[cH:6][cH:7]1.[cH:35]1[cH:36][cH:37][n:38][cH:39][cH:40]1>>[Cl:1][c:2]1[cH:3][cH:4][c:5](-[c:8]2[c:9]([C:21](=[O:22])[O:23][C:24]([CH3:25])([CH3:26])[CH3:27])[n:10][c:11](-[c:13]3[cH:14][cH:15][c:16]([CH2:19][O:20][C:29]([CH3:28])=[O:30])[cH:17][cH:18]3)[nH:12]2)[cH:6][cH:7]1. Reactants: C(C)(C)(C)[C@@H]1CC[C@H](CC1)NC(=O)C1=CC(=NN1CC1=CC=C(C(=O)O)C=C1)C1=CC(=C(C(=C1)F)F)F (4-{[5-{[(trans-4-tert-butylcyclohexyl)amino]carbonyl}-3-(3,4,5-trifluorophenyl)-1H-pyrazol-1-yl]methyl}benzoic acid), C1=CC2=C(N=C1)N(N=N2)O (HOAt), CCN(C(C)C)C(C)C (DIEA), NC1=NN=NN1 (amino tetrazole), C(CCl)Cl (EDC). Solvent: C(C)(=O)OCC (ethyl acetate), CN(C)C=O (DMF). Conditions: time 18 hour. The product is C(C)(C)(C)[C@@H]1CC[C@H](CC1)NC(=O)C1=CC(=NN1CC1=CC=C(C=C1)C(=O)NC1=NN=NN1)C1=CC(=C(C(=C1)F)F)F (N-(trans-4-tert-butylcyclohexyl)-1-{4-[(1H-tetrazol-5-ylamino)carbonyl]benzyl}-3-(3,4,5-trifluorophenyl)-1H-pyrazole-5-carboxamide). Reaction SMILES: [C:1]([C@H:5]1[CH2:10][CH2:9][C@H:8]([NH:11][C:12]([C:14]2[N:18]([CH2:19][C:20]3[CH:28]=[CH:27][C:23]([C:24]([OH:26])=O)=[CH:22][CH:21]=3)[N:17]=[C:16]([C:29]3[CH:34]=[C:33]([F:35])[C:32]([F:36])=[C:31]([F:37])[CH:30]=3)[CH:15]=2)=[O:13])[CH2:7][CH2:6]1)([CH3:4])([CH3:3])[CH3:2].C1C=NC2N(O)N=NC=2C=1.CCN(C(C)C)C(C)C.[NH2:57][C:58]1[NH:62][N:61]=[N:60][N:59]=1.C(Cl)CCl>CN(C=O)C.C(OCC)(=O)C>[C:1]([C@H:5]1[CH2:6][CH2:7][C@H:8]([NH:11][C:12]([C:14]2[N:18]([CH2:19][C:20]3[CH:28]=[CH:27][C:23]([C:24]([NH:57][C:58]4[NH:62][N:61]=[N:60][N:59]=4)=[O:26])=[CH:22][CH:21]=3)[N:17]=[C:16]([C:29]3[CH:34]=[C:33]([F:35])[C:32]([F:36])=[C:31]([F:37])[CH:30]=3)[CH:15]=2)=[O:13])[CH2:9][CH2:10]1)([CH3:3])([CH3:2])[CH3:4]. Procedure: To a solution of the intermediate from step F (90 mg, 0.175 mmol) in DMF was added HOAt (36 mg, 0.26 mmol), DIEA (92 μL, 0.52 mmol), amino tetrazole (45 mg, 0.52 mmol) and EDC (50 mg, 0.26 mmol). The reaction was left stirring at room temperature for 18 hours. The reaction mixture was diluted with ethyl acetate (20 mL) and washed with 1N HCl. The organic layer was dried over anhydrous Na2SO4, filtered and concentrated in vacuo. The residue was purified on the Gilson reverse phase HPLC to give th...